From a dataset of the Open Reaction Database (ORD), a public repository of structured organic reaction records. describe an organic reaction: reactants, conditions, products, and yield Reactants: O(C1=CC=CC=C1)C1=CC=CC(=N1)CO (6-phenoxy-2-pyridinylmethanol), C1(=CC=CC=C1)O (phenol), BrC1=NC(=CC=C1)Br (2,6-dibromopyridine). Solvent: CS(=O)C (dimethyl sulfoxide). Product: BrC1=NC(=CC=C1)OC1=CC=CC=C1 (2-bromo-6-phenoxypyridine). RXN SMILES: [O:1]([C:8]1[N:13]=[C:12](CO)[CH:11]=[CH:10][CH:9]=1)[C:2]1[CH:7]=[CH:6][CH:5]=[CH:4][CH:3]=1.C1(O)C=CC=CC=1.[Br:23]C1C=CC=C(Br)N=1>CS(C)=O>[Br:23][C:12]1[CH:11]=[CH:10][CH:9]=[C:8]([O:1][C:2]2[CH:7]=[CH:6][CH:5]=[CH:4][CH:3]=2)[N:13]=1. Procedure details: The 6-phenoxy-2-pyridinylmethanol may be prepared by first reacting phenol with 2,6-dibromopyridine in dimethyl sulfoxide under basic conditions to give 2-bromo-6-phenoxypyridine. This compound is then reacted at -70° C. with n-butyllithium in diethyl ether and then with dimethylformamide at -30° C. to give 2-formyl-6-phenoxypyridine. This aldehyde is in turn reacted with sodium borohydride in methanol, yielding the corresponding 6-phenoxy-2-pyridinylmethanol. The reactants are COc1ccc(COc2cc(-n3ccc(C(F)(F)F)n3)nc3c(C)c(OC)ccc23)cc1, CCO, O=C[O-], [NH4+]. Yields the product COc1ccc2c(O)cc(-n3ccc(C(F)(F)F)n3)nc2c1C. As a reaction SMILES: [CH3:1][O:2][c:3]1[cH:4][cH:5][c:6]2[c:7]([O:23][CH2:24][c:25]3[cH:26][cH:27][c:28]([O:29][CH3:30])[cH:31][cH:32]3)[cH:8][c:9](-[n:14]3[n:15][c:16]([C:19]([F:20])([F:21])[F:22])[cH:17][cH:18]3)[n:10][c:11]2[c:12]1[CH3:13].[CH3:37][CH2:38][OH:39].[CH:33]([O-:34])=[O:35].[NH4+:36]>>[CH3:1][O:2][c:3]1[cH:4][cH:5][c:6]2[c:7]([OH:23])[cH:8][c:9](-[n:14]3[n:15][c:16]([C:19]([F:20])([F:21])[F:22])[cH:17][cH:18]3)[n:10][c:11]2[c:12]1[CH3:13]. Reported procedure: Utilizing 1-ethyl-5-fluoro-indan-1-ol and 7-methoxyindole, the title compound is prepared as in example 1. 123 mg (59%). LC-MS m/z 310.2 (M++1). Reaction SMILES: [CH2:1]([C:3]1(O)[C:11]2[C:6](=[CH:7][C:8]([F:12])=[CH:9][CH:10]=2)[CH2:5][CH2:4]1)[CH3:2].[CH3:14][O:15][C:16]1[CH:17]=[CH:18][CH:19]=[C:20]2[C:24]=1[NH:23][CH:22]=[CH:21]2>>[CH2:1]([C:3]1([C:21]2[C:20]3[C:24](=[C:16]([O:15][CH3:14])[CH:17]=[CH:18][CH:19]=3)[NH:23][CH:22]=2)[C:11]2[C:6](=[CH:7][C:8]([F:12])=[CH:9][CH:10]=2)[CH2:5][CH2:4]1)[CH3:2]. Yields the product C(C)C1(CCC2=CC(=CC=C12)F)C1=CNC2=C(C=CC=C12)OC (3-(1-Ethyl-5-fluoro-indan-1-yl)-7-methoxy-1H-indole). The reactants are C(C)C1(CCC2=CC(=CC=C12)F)O (1-ethyl-5-fluoro-indan-1-ol), COC=1C=CC=C2C=CNC12 (7-methoxyindole). Starting materials: BrC1=CC=C(C=C1)[C@H](C)N1C(O[C@](CC1)(C1=CC=CC=C1)CCCO)=O ((R)-3-((S)-1-(4-bromophenyl)ethyl)-6-(3-hydroxypropyl)-6-phenyl-1,3-oxazinan-2-one), CC1=CC=CC(=N1)B(O)O (6-methylpyridine-2-boronic acid). Product: OCCC[C@@]1(CCN(C(O1)=O)[C@@H](C)C1=CC=C(C=C1)C1=NC(=CC=C1)C)C1=CC=CC=C1 ((R)-6-(3-hydroxypropyl)-3-((S)-1-(4-(6-methylpyridin-2-yl)phenyl)ethyl)-6-phenyl-1,3-oxazinan-2-one). RXN SMILES: Br[C:2]1[CH:7]=[CH:6][C:5]([C@@H:8]([N:10]2[CH2:15][CH2:14][C@:13]([CH2:22][CH2:23][CH2:24][OH:25])([C:16]3[CH:21]=[CH:20][CH:19]=[CH:18][CH:17]=3)[O:12][C:11]2=[O:26])[CH3:9])=[CH:4][CH:3]=1.[CH3:27][C:28]1[N:33]=[C:32](B(O)O)[CH:31]=[CH:30][CH:29]=1>>[OH:25][CH2:24][CH2:23][CH2:22][C@@:13]1([C:16]2[CH:21]=[CH:20][CH:19]=[CH:18][CH:17]=2)[O:12][C:11](=[O:26])[N:10]([C@H:8]([C:5]2[CH:6]=[CH:7][C:2]([C:32]3[CH:31]=[CH:30][CH:29]=[C:28]([CH3:27])[N:33]=3)=[CH:3][CH:4]=2)[CH3:9])[CH2:15][CH2:14]1. Reported procedure: The title compound was prepared from (R)-3-((S)-1-(4-bromophenyl)ethyl)-6-(3-hydroxypropyl)-6-phenyl-1,3-oxazinan-2-one and 6-methylpyridine-2-boronic acid following procedures analogous to those described in Example 1 Step 2. LC-MS Method 2 tR=0.986 min, m/z=431.1; 1H NMR (CDCl3) 1.33 (m, 2H), 1.52 (d, 3H), 1.69 (m, 1H), 1.97 (m, 2H), 2.12-2.30 (m, 3H), 2.56 (s, 3H), 2.85 (m, 1H), 3.52 (t, 2H), 5.67 (m, 1H), 6.95 (d, 2H), 7.03 (d, 1H), 7.22-7.37 (m, 6H), 7.55 (t, 1H), 7.64 (d, 2H).